This data is from the Open Reaction Database (ORD), a public repository of structured organic reaction records. The task is: describe an organic reaction: reactants, conditions, products, and yield Starting materials: FC(F)(Br)Br, CN(C)C=O, [Na], N#Cc1ccc(O)cc1. Yields the product N#Cc1ccc(OC(F)(F)Br)cc1. Reaction SMILES: [Br:11][C:12]([F:13])([F:14])[Br:15].[CH3:16][N:17]([CH3:18])[CH:19]=[O:20].[Na:1].[OH:2][c:3]1[cH:4][cH:5][c:6]([C:7]#[N:8])[cH:9][cH:10]1>>[O:2]([c:3]1[cH:4][cH:5][c:6]([C:7]#[N:8])[cH:9][cH:10]1)[C:12]([Br:11])([F:13])[F:14].